Dataset: the Open Reaction Database (ORD), a public repository of structured organic reaction records. Task: describe an organic reaction: reactants, conditions, products, and yield The reactants are O (H2O), 2-[2-(N-chloroacetyl)-imino-3-methoxy-4-thiazolinyl]-2-methoxyimino-acetic acid, C1(CCCCC1)N=C=NC1CCCCC1 (N,N'-dicyclohexylcarbodiimide), NC1[C@@H]2N(C(=C(CS2)CSC2=NN=NN2C)C(=O)O)C1=O (7-amino-3-[(1-methyl-1,2,3,4-tetrazol-5-yl)-thiomethyl]-3-cephem-4-carboxylic acid), N,O-bis-(trimethyl-silyl)-acetamide. The solvent is C1CCOC1 (THF), C1CCOC1 (THF), CC#N (CH3CN), CN(C)C=O (DMF). Conditions: temperature -5 celsius, time 50 minute. Yields the product CN1N=NN=C1SCC=1CS[C@H]2N(C1C(=O)O)C(C2)=O (3-[(1-methyl-1,2,3,4-tetrazol-5-yl)-thiomethyl]-3-cephem-4-carboxylic acid). Reported procedure: To a solution of 2-[2-(N-chloroacetyl)-imino-3-methoxy-4-thiazolinyl]-2-methoxyimino-acetic acid (3.07 g) in anhydrous THF (120 ml) cooled at -5° C., N,N'-dicyclohexylcarbodiimide (2.06 g) was added. After stirring for 10 minutes at -5° C. and 50 minutes at room temperature, the precipitate dicyclohexylurea was filtered off, and the solution was added into a cooled (-10° C.) solution obtained by stirring 7-amino-3-[(1-methyl-1,2,3,4-tetrazol-5-yl)-thiomethyl]-3-cephem-4-carboxylic acid (3.3 g) a... As a reaction SMILES: C1(N=C=NC2CCCCC2)CCCCC1.N[CH:17]1[C:35](=[O:36])[N:19]2[C:20]([C:32]([OH:34])=[O:33])=[C:21]([CH2:24][S:25][C:26]3[N:30]([CH3:31])[N:29]=[N:28][N:27]=3)[CH2:22][S:23][C@H:18]12.O>C1COCC1.CC#N.CN(C=O)C>[CH3:31][N:30]1[C:26]([S:25][CH2:24][C:21]2[CH2:22][S:23][C@@H:18]3[CH2:17][C:35](=[O:36])[N:19]3[C:20]=2[C:32]([OH:34])=[O:33])=[N:27][N:28]=[N:29]1. The reactants are CC1=NN(C=C1C(=O)OC)C(C)C1=CC=CC=C1 (methyl 3-methyl-1-(1-phenylethyl)-1H-pyrazole-4-carboxylate), O.[OH-].[Li+] (lithium hydroxide monohydrate), O1CCCC1 (tetrahydrofuran), Cl (hydrochloric acid). The solvent is O (water), CO (methanol). Conditions: temperature 20 celsius, time 4 hour. Product: CC1=NN(C=C1C(=O)O)C(C)C1=CC=CC=C1 (3-methyl-1-(1-phenylethyl)-1H-pyrazole-4-carboxylic acid). The yield is 70.4%. As a reaction SMILES: [CH3:1][C:2]1[C:6]([C:7]([O:9]C)=[O:8])=[CH:5][N:4]([CH:11]([C:13]2[CH:18]=[CH:17][CH:16]=[CH:15][CH:14]=2)[CH3:12])[N:3]=1.O.[OH-].[Li+].O1CCCC1.Cl>O.CO>[CH3:1][C:2]1[C:6]([C:7]([OH:9])=[O:8])=[CH:5][N:4]([CH:11]([C:13]2[CH:18]=[CH:17][CH:16]=[CH:15][CH:14]=2)[CH3:12])[N:3]=1 |f:1.2.3|. Reported procedure: A mixture of methyl 3-methyl-1-(1-phenylethyl)-1H-pyrazole-4-carboxylate (90 mg, 0.37 mmol), lithium hydroxide monohydrate (57.1 mg, 1.36 mmol), tetrahydrofuran (5 mL), methanol (1 mL) and water (1 mL) was stirred at 20° C. for 4 hours. The mixture was acidified to pH=1 with concentrated hydrochloric acid and then extracted with ethyl acetate (15 mL×3). The combined organic phase was dried by sodium sulfate, and then filtered. The filtrate was concentrated in vacuo to give 3-methyl-1-(1-phenylet...